The task is: describe an organic reaction: reactants, conditions, products, and yield. This data is from the Open Reaction Database (ORD), a public repository of structured organic reaction records. Reactants: O=C(O)c1sccc1Br, C1COCCN1. Yields the product O=C(c1sccc1Br)N1CCOCC1. RXN SMILES: [Br:1][c:2]1[c:3]([C:7](=[O:8])[OH:9])[s:4][cH:5][cH:6]1.[CH2:10]1[CH2:11][O:12][CH2:13][CH2:14][NH:15]1>>[Br:1][c:2]1[c:3]([C:7](=[O:9])[N:15]2[CH2:10][CH2:11][O:12][CH2:13][CH2:14]2)[s:4][cH:5][cH:6]1. Reactants: [H-].[Na+] (sodium hydride), CI (methyl iodide), ice water, OC1=C(C(=O)C2=CC=C(C=C2)Cl)C=CC=C1C (2-hydroxy-3-methyl-4'-chlorobenzophenone). Solvent: CN(C=O)C (dimethylformamide), CN(C=O)C (dimethylformamide), CN(C=O)C (dimethylformamide). Reaction conditions: time 1 hour. The product is COC1=C(C(=O)C2=CC=C(C=C2)Cl)C=CC=C1C (2-methoxy-3-methyl-4'-chlorobenzophenone). Yield: 82.6%. Reaction SMILES: [OH:1][C:2]1[C:16]([CH3:17])=[CH:15][CH:14]=[CH:13][C:3]=1[C:4]([C:6]1[CH:11]=[CH:10][C:9]([Cl:12])=[CH:8][CH:7]=1)=[O:5].[H-].[Na+].[CH3:20]I>CN(C)C=O>[CH3:20][O:1][C:2]1[C:16]([CH3:17])=[CH:15][CH:14]=[CH:13][C:3]=1[C:4]([C:6]1[CH:7]=[CH:8][C:9]([Cl:12])=[CH:10][CH:11]=1)=[O:5] |f:1.2|. Procedure: A solution of 195.9 g of 2-hydroxy-3-methyl-4'-chlorobenzophenone [Huston et al., JACS, Vol. 73, (1951), p. 2483] in 1 liter of dimethylformamide was added with stirring to a suspension of 40.8 g of sodium hydride in 200 ml of dimethylformamide and the mixture was stirred for 1 hour with cooling in an ice-water bath. Then a solution of 170.4 g of methyl iodide in 800 ml of dimethylformamide was added thereto over 40 minutes and the mixture was then stirred for 16 hours in the ice-water bath. The... The reactants are CSC(=N)c1cccs1, CCO, I, CCN(C(=O)OC(C)(C)C)C1CC=C(c2c[nH]c3cc(N)ccc23)CC1. The product is CCN(C(=O)OC(C)(C)C)C1CC=C(c2c[nH]c3cc(NC(=N)c4cccs4)ccc23)CC1. Reaction SMILES: [CH3:28][S:29][C:30](=[NH:31])[c:32]1[s:33][cH:34][cH:35][cH:36]1.[CH3:37][CH2:38][OH:39].[IH:27].[NH2:1][c:2]1[cH:3][cH:4][c:5]2[c:6]([C:11]3=[CH:12][CH2:13][CH:14]([N:17]([C:18]([O:19][C:20]([CH3:21])([CH3:22])[CH3:23])=[O:24])[CH2:25][CH3:26])[CH2:15][CH2:16]3)[cH:7][nH:8][c:9]2[cH:10]1>>[NH:1]([c:2]1[cH:3][cH:4][c:5]2[c:6]([C:11]3=[CH:12][CH2:13][CH:14]([N:17]([C:18]([O:19][C:20]([CH3:21])([CH3:22])[CH3:23])=[O:24])[CH2:25][CH3:26])[CH2:15][CH2:16]3)[cH:7][nH:8][c:9]2[cH:10]1)[C:30](=[NH:31])[c:32]1[s:33][cH:34][cH:35][cH:36]1.